Dataset: the Open Reaction Database (ORD), a public repository of structured organic reaction records. Task: describe an organic reaction: reactants, conditions, products, and yield Starting materials: O.[OH-].[Li+] (Lithium hydroxide monohydrate), COC(CC1=CC2=CC=C(C=C2C(=C1C)C1=CC=C(C=C1)S(=O)(=O)N1CCCCC1)Cl)=O ({6-chloro-3-methyl-4-[4-(piperidine-1-sulfonyl)-phenyl]-naphthalen-2-yl}-acetic acid methyl ester), C1CCOC1.O (THF H2O). Solvent: CCCCCC (hexane). Reaction conditions: time 16 hour. The product is ClC=1C=C2C(=C(C(=CC2=CC1)CC(=O)O)C)C1=CC=C(C=C1)S(=O)(=O)N1CCCCC1 ({6-chloro-3-methyl-4-[4-(piperidine-1-sulfonyl)-phenyl]-naphthalen-2-yl}-acetic acid). The yield is 101.1%. RXN SMILES: O.[OH-].[Li+].C[O:5][C:6](=[O:35])[CH2:7][C:8]1[C:17]([CH3:18])=[C:16]([C:19]2[CH:24]=[CH:23][C:22]([S:25]([N:28]3[CH2:33][CH2:32][CH2:31][CH2:30][CH2:29]3)(=[O:27])=[O:26])=[CH:21][CH:20]=2)[C:15]2[C:10](=[CH:11][CH:12]=[C:13]([Cl:34])[CH:14]=2)[CH:9]=1.C1COCC1.O>CCCCCC>[Cl:34][C:13]1[CH:14]=[C:15]2[C:10](=[CH:11][CH:12]=1)[CH:9]=[C:8]([CH2:7][C:6]([OH:35])=[O:5])[C:17]([CH3:18])=[C:16]2[C:19]1[CH:20]=[CH:21][C:22]([S:25]([N:28]2[CH2:33][CH2:32][CH2:31][CH2:30][CH2:29]2)(=[O:26])=[O:27])=[CH:23][CH:24]=1 |f:0.1.2,4.5|. Procedure: Lithium hydroxide monohydrate (0.046 g, 1.1 mmol) was added to a stirred solution of {6-chloro-3-methyl-4-[4-(piperidine-1-sulfonyl)-phenyl]-naphthalen-2-yl}-acetic acid methyl ester (0.130 g, 0.27 mmol) in a 3:1 mixture of THF—H2O mixture (15 mL). The reaction mixture was stirred for 16 hours at room temperature. The reaction mixture was concentrated to remove THF, and the crude material was diluted with water, acidified [pH˜2] with a 6 N aqueous solution of hydrochloric acid. The mixture was e... Reactants: CC(CCCCCCCCCCCCC(=O)O)CC (14-methylhexadecanoic acid), 15-pentadodecanolide, CC(C[Mg]Br)CC (2-methylbutylmagnesium bromide), C1(CCCCCCCCCCCO1)=O (12-dodecanolide), C(C)(CC)[Mg]Br (sec-butylmagnesium bromide). Yields the product CC(CCCCCCCCCCCCCCC(=O)O)CC (16-Methyloctadecanoic acid), 15-pentadodecanolide. The yield is 84.0%. RXN SMILES: [CH3:1][CH:2]([CH2:18][CH3:19])[CH2:3][CH2:4][CH2:5]CCCCCCCCCC(O)=O.[C:20]1(=[O:33])[O:32][CH2:31][CH2:30][CH2:29][CH2:28][CH2:27][CH2:26][CH2:25][CH2:24][CH2:23][CH2:22][CH2:21]1.CC(CC)C[Mg]Br.C([Mg]Br)(CC)C>>[CH3:1][CH:2]([CH2:18][CH3:19])[CH2:3][CH2:4][CH2:5][CH2:31][CH2:30][CH2:29][CH2:28][CH2:27][CH2:26][CH2:25][CH2:24][CH2:23][CH2:22][CH2:21][C:20]([OH:32])=[O:33]. Procedure details: 16-Methyloctadecanoic acid was synthesized by the same operation, except that in the step (a) of the synthesis process for 14-methylhexadecanoic acid described above, 12-dodecanolide was changed to 15-pentadodecanolide, and in the step (b), 2-methylbutylmagnesium bromide was changed to sec-butylmagnesium bromide. Thus, 16-methyloctadecanoic add was obtained from 15-pentadodecanolide at a total yield of 84%. The purity was 95%. The reactants are CP(OC)(=O)OC (dimethyl methanephosphonate), C(C=C)(=O)OCC (ethyl acrylate), COC (dimethyl ether). The solvent is CO (methanol). Conditions: temperature 60 celsius. The product is COP(=O)(CCC(=O)OCC)C (Ethyl 3-(methoxy-methylphosphinyl)propionate). Yield: 97.9%. Reaction SMILES: [CH3:1][P:2]([O:6][CH3:7])(=[O:5])OC.[C:8]([O:12][CH2:13][CH3:14])(=[O:11])[CH:9]=[CH2:10].COC>CO>[CH3:7][O:6][P:2]([CH3:1])([CH2:10][CH2:9][C:8]([O:12][CH2:13][CH3:14])=[O:11])=[O:5]. Reported procedure: A flask filled with nitrogen and fitted with a cooling trap is charged with 216 g of dimethyl methanephosphonate; the contents are heated to 60° C. and a mixture of 200 g of ethyl acrylate and 100 g of methanol is added dropwise in the course of 1 hour, the temperature rising to 65° C. The reaction mixture is further stirred for 1 hour, during which period a total of 91 g of dimethyl ether are collected in the cooling trap. Excess methanol is removed by vacuum distillation. The crude product is ... Reactants: OCCC=1C=C(C=CC1)CC(C(=O)OCC)OC(C)C (ethyl 3-[3-(2-hydroxyethyl)phenyl]-2-isopropoxypropanoate), FC(C1=CC=C(C=C1)N=C=O)(F)F (α,α,α-trifluoro-p-tolylisocyanate). Yields the product C(C)(C)OC(C(=O)O)CC1=CC(=CC=C1)CCOC(=O)NC1=CC=C(C=C1)C(F)(F)F (2-Isopropoxy-3-{3-[2-({[4-(trifluoromethyl)anilino]-carbonyl}oxy)ethyl]phenyl}propanoic acid). As a reaction SMILES: [OH:1][CH2:2][CH2:3][C:4]1[CH:5]=[C:6]([CH2:10][CH:11]([O:17][CH:18]([CH3:20])[CH3:19])[C:12]([O:14]CC)=[O:13])[CH:7]=[CH:8][CH:9]=1.[F:21][C:22]([F:33])([F:32])[C:23]1[CH:28]=[CH:27][C:26]([N:29]=[C:30]=[O:31])=[CH:25][CH:24]=1>>[CH:18]([O:17][CH:11]([CH2:10][C:6]1[CH:7]=[CH:8][CH:9]=[C:4]([CH2:3][CH2:2][O:1][C:30]([NH:29][C:26]2[CH:25]=[CH:24][C:23]([C:22]([F:21])([F:32])[F:33])=[CH:28][CH:27]=2)=[O:31])[CH:5]=1)[C:12]([OH:14])=[O:13])([CH3:19])[CH3:20]. Procedure details: Using ethyl 3-[3-(2-hydroxyethyl)phenyl]-2-isopropoxypropanoate and α,α,α-trifluoro-p-tolylisocyanate, the title compound was obtained in the same manner as described in Example 148. The reactants are OO (hydrogen peroxide), Cl.C(N)(=N)C1=CC=C(C=C1)C1=NC2=C(N1CCCN1CCSCC1)C=CC(=C2)C(=O)NCCC(=O)OC (2-(4-amidino-phenyl)-5-[(2-methoxycarbonyl-ethyl)-aminocarbonyl]-1-(3-thiomorpholino-propyl)-benzimidazole-hydrochloride), ice water. The solvent is C(C)(=O)[O-] (acetate), C(C)(=O)O (acetic acid). Run at time 4 hour. Yields the product Cl.C(N)(=N)C1=CC=C(C=C1)C1=NC2=C(N1CCCN1CCS(CC1)=O)C=CC(=C2)C(=O)NCCC(=O)OC (2-(4-Amidino-phenyl)-5-[(2-methoxycarbonyl-ethyl)-aminocarbonyl]-1-[3-(S-oxido-thiomorpholino)-propyl]-benzimidazole-hydrochloride). RXN SMILES: [ClH:1].[C:2]([C:5]1[CH:10]=[CH:9][C:8]([C:11]2[N:15]([CH2:16][CH2:17][CH2:18][N:19]3[CH2:24][CH2:23][S:22][CH2:21][CH2:20]3)[C:14]3[CH:25]=[CH:26][C:27]([C:29]([NH:31][CH2:32][CH2:33][C:34]([O:36][CH3:37])=[O:35])=[O:30])=[CH:28][C:13]=3[N:12]=2)=[CH:7][CH:6]=1)(=[NH:4])[NH2:3].[OH:38]O>C(O)(=O)C.C([O-])(=O)C>[ClH:1].[C:2]([C:5]1[CH:6]=[CH:7][C:8]([C:11]2[N:15]([CH2:16][CH2:17][CH2:18][N:19]3[CH2:24][CH2:23][S:22](=[O:38])[CH2:21][CH2:20]3)[C:14]3[CH:25]=[CH:26][C:27]([C:29]([NH:31][CH2:32][CH2:33][C:34]([O:36][CH3:37])=[O:35])=[O:30])=[CH:28][C:13]=3[N:12]=2)=[CH:9][CH:10]=1)(=[NH:3])[NH2:4] |f:0.1,5.6|. Procedure: 2.2 g of 2-(4-amidino-phenyl)-5-[(2-methoxycarbonyl-ethyl)-aminocarbonyl]-1-(3-thiomorpholino-propyl)-benzimidazole-hydrochloride are dissolved in 45 ml of glacial acetic acid and a solution of 0.39 ml of 30% hydrogen peroxide in 5 ml of glacial acetate acid is added thereto whilst cooling with ice water. The mixture is stirred for 4 hours whilst cooling with ice and for 16 hours at ambient temperature, the solvent is evaporated off in vacuo and the residue is purified by column chromatography (... Reactants: CC(C)(C)[Si](C)(C)Cl (TBDMS-Cl), OC[C@H]([C@@H](C(=O)OCC1=CC=CC=C1)NC1(C2=CC=CC=C2C=2C=CC=CC12)C1=CC=CC=C1)C ((2S,3S)-benzyl 4-hydroxy-3-methyl-2-(9-phenyl-9H-fluoren-9-ylamino)butanoate), N1C=NC=C1 (imidazole). The solvent is C(Cl)Cl (CH2Cl2), C(Cl)Cl (CH2Cl2). Run at time 14.25 hour. The product is [Si](C)(C)(C(C)(C)C)OC[C@H]([C@@H](C(=O)OCC1=CC=CC=C1)NC1(C2=CC=CC=C2C=2C=CC=CC12)C1=CC=CC=C1)C ((2S,3S)-benzyl 4-(tert-butyldimethylsilyloxy)-3-methyl-2-(9-phenyl-9H-fluoren-9-ylamino)butanoate). Reaction SMILES: [CH3:1][C:2]([Si:5](Cl)([CH3:7])[CH3:6])([CH3:4])[CH3:3].N1C=CN=C1.[OH:14][CH2:15][C@@H:16]([CH3:48])[C@H:17]([NH:28][C:29]1([C:42]2[CH:47]=[CH:46][CH:45]=[CH:44][CH:43]=2)[C:41]2[CH:40]=[CH:39][CH:38]=[CH:37][C:36]=2[C:35]2[C:30]1=[CH:31][CH:32]=[CH:33][CH:34]=2)[C:18]([O:20][CH2:21][C:22]1[CH:27]=[CH:26][CH:25]=[CH:24][CH:23]=1)=[O:19]>C(Cl)Cl>[Si:5]([O:14][CH2:15][C@@H:16]([CH3:48])[C@H:17]([NH:28][C:29]1([C:42]2[CH:47]=[CH:46][CH:45]=[CH:44][CH:43]=2)[C:30]2[CH:31]=[CH:32][CH:33]=[CH:34][C:35]=2[C:36]2[C:41]1=[CH:40][CH:39]=[CH:38][CH:37]=2)[C:18]([O:20][CH2:21][C:22]1[CH:23]=[CH:24][CH:25]=[CH:26][CH:27]=1)=[O:19])([C:2]([CH3:4])([CH3:3])[CH3:1])([CH3:7])[CH3:6]. Reported procedure: TBDMS-Cl (48 mg, 0.312 mmol) followed by imidazole (28.8 mg, 0.423 mmol) were added to a CH2Cl2 (3 ml) solution of (2S,3S)-benzyl 4-hydroxy-3-methyl-2-(9-phenyl-9H-fluoren-9-ylamino)butanoate (119.5 mg, 0.258 mmol), and the mixture was stirred at ambient condition for 14.25 hr. The reaction mixture was then diluted with CH2Cl2 (30 mL) and washed with water (15 mL), and the organic layer was dried (MgSO4), filtered, and concentrated in vacuo. The resultant crude material was purified with a Biota... Starting materials: COC1=CC=C(C(=N1)N)[N+](=O)[O-] (6-(Methyloxy)-3-nitro-2-pyridinamine), [H][H] (hydrogen). The reagents and catalysts are [Pd] (palladium on carbon). The solvent is CCO (EtOH). Yields the product COC1=CC=C(C(=N1)N)N (6-(Methyloxy)-2,3-pyridinediamine). RXN SMILES: [CH3:1][O:2][C:3]1[N:8]=[C:7]([NH2:9])[C:6]([N+:10]([O-])=O)=[CH:5][CH:4]=1.[H][H]>CCO.[Pd]>[CH3:1][O:2][C:3]1[N:8]=[C:7]([NH2:9])[C:6]([NH2:10])=[CH:5][CH:4]=1. Reported procedure: 6-(Methyloxy)-3-nitro-2-pyridinamine (26 g, 129 mmol) was suspended in EtOH (500 ml) at room temperature under argon and then treated with palladium on carbon (15 g, 14.10 mmol) (10% paste). The reaction was stirred under 1 atmosphere of hydrogen overnight. The reaction was filtered through a Celite pad and the pad washed with EtOH (500 ml). EtOH was evaporated to afford the product as a purple oil (20.68 g, slightly impure). The reactants are OC1C(C(C2=CC=CC=C12)=O)(C)C (3-hydroxy-2,2-dimethyl-indan-1-one), N1C=NC(=C1)C(=O)OC (methyl 4-imidazolecarboxylate), C1(=CC=CC=C1)P(C1=CC=CC=C1)C1=CC=CC=C1 (triphenylphosphine), N(=NC(=O)OC(C)(C)C)C(=O)OC(C)(C)C (di-t-butyl azodicarboxylate), Cl (HCl), O1CCOCC1 (dioxane). The solvent is C1CCOC1 (THF). Reaction conditions: temperature 0 celsius, time 3 hour. The product is COC(=O)C=1N(C=NC1)C1C(C(C2=CC=CC=C12)=O)(C)C (3-(2,2-dimethyl-3-oxo-indan-1-yl)-3H-imidazole-4-carboxylic acid methyl ester). As a reaction SMILES: O[CH:2]1[C:10]2[C:5](=[CH:6][CH:7]=[CH:8][CH:9]=2)[C:4](=[O:11])[C:3]1([CH3:13])[CH3:12].[NH:14]1[CH:18]=[C:17]([C:19]([O:21][CH3:22])=[O:20])[N:16]=[CH:15]1.C1(P(C2C=CC=CC=2)C2C=CC=CC=2)C=CC=CC=1.N(C(OC(C)(C)C)=O)=NC(OC(C)(C)C)=O.Cl.O1CCOCC1>C1COCC1>[CH3:22][O:21][C:19]([C:17]1[N:16]([CH:2]2[C:10]3[C:5](=[CH:6][CH:7]=[CH:8][CH:9]=3)[C:4](=[O:11])[C:3]2([CH3:13])[CH3:12])[CH:15]=[N:14][CH:18]=1)=[O:20]. Procedure details: To a solution of 3-hydroxy-2,2-dimethyl-indan-1-one (2.0 g, 11.3 mmol) in THF (50 mL) is added methyl 4-imidazolecarboxylate (CAS#17325-26-7, 1.72 g, 13.6 mmol), and triphenylphosphine (3.56 g, 13.6 mmol). The reaction is cooled to 0° C. and di-t-butyl azodicarboxylate (3.13 g, 13.6 mmol) is added. The reaction is placed at room temperature and permitted to stir for three hours. The reaction mixture is cooled to 0° C. and quenched with 4 N HCl in dioxane (5 mL, 20 mmol) and stirred for 30 minute... The reactants are C(C)OC(CNC(=O)O[C@H]([C@H]1C[C@H]2[C@H](CN1CC2)C=C)C2=CC=NC1=CC=C(C=C21)OC)=O ((9S)-[[[(6'-methoxycinchonan-9-yl)oxy]carbonyl]amino]acetic acid ethyl ester), C([O-])([O-])=O.[K+].[K+] (potassium carbonate), O (water). Run in CO (methanol). The product is COC1=CC=C2N=CC=C([C@@H]([C@H]3C[C@H]4[C@H](CN3CC4)C=C)OC(=O)NCC(=O)O)C2=C1 ((9S)-[[[(6'-methoxycinchonan-9-yl) oxy]carbonyl]amino]acetic acid). Yield: 84.6%. As a reaction SMILES: C([O:3][C:4](=[O:33])[CH2:5][NH:6][C:7]([O:9][C@@H:10]([C:21]1[C:30]2[C:25](=[CH:26][CH:27]=[C:28]([O:31][CH3:32])[CH:29]=2)[N:24]=[CH:23][CH:22]=1)[C@@H:11]1[N:16]2[CH2:17][CH2:18][C@H:13]([C@@H:14]([CH:19]=[CH2:20])[CH2:15]2)[CH2:12]1)=[O:8])C.C(=O)([O-])[O-].[K+].[K+].O>CO>[CH3:32][O:31][C:28]1[CH:29]=[C:30]2[C:25]([N:24]=[CH:23][CH:22]=[C:21]2[C@H:10]([O:9][C:7]([NH:6][CH2:5][C:4]([OH:33])=[O:3])=[O:8])[C@@H:11]2[N:16]3[CH2:17][CH2:18][C@H:13]([C@@H:14]([CH:19]=[CH2:20])[CH2:15]3)[CH2:12]2)=[CH:26][CH:27]=1 |f:1.2.3|. Reported procedure: A solution of 120 mg (0.26 mmol) of (8) in 2 ml of methanol was added 200 mg of potassium carbonate and 0.5 ml of water. The mixture was heated to reflux for 2 h and cooled to room temperature. The reaction mixture was filtered and the filtrate was concentrated to remove methanol. The residue was redissolved in 2 ml of water and 1N HCl was added dropwise to the solution until the pH reached 7. The aqueous solution was concentrated, 100 ml of methanol was added and filtered. The filtrate was conc...